The task is: describe an organic reaction: reactants, conditions, products, and yield. This data is from the Open Reaction Database (ORD), a public repository of structured organic reaction records. Reactants: COC(=O)C1(O[SiH](C)C)CC(C(C)(C)C)CN1C(=O)OC(C)(C)C, CO, [Na+], [OH-], O. The product is C[SiH](C)OC1(C(=O)O)CC(C(C)(C)C)CN1C(=O)OC(C)(C)C. Reaction SMILES: [CH3:1][O:2][C:3]([C:4]1([O:20][SiH:21]([CH3:22])[CH3:23])[N:5]([C:13](=[O:14])[O:15][C:16]([CH3:17])([CH3:18])[CH3:19])[CH2:6][CH:7]([C:9]([CH3:10])([CH3:11])[CH3:12])[CH2:8]1)=[O:24].[CH3:27][OH:28].[Na+:26].[OH-:25].[OH2:29]>>[O:2]=[C:3]([C:4]1([O:20][SiH:21]([CH3:22])[CH3:23])[N:5]([C:13](=[O:14])[O:15][C:16]([CH3:17])([CH3:18])[CH3:19])[CH2:6][CH:7]([C:9]([CH3:10])([CH3:11])[CH3:12])[CH2:8]1)[OH:24]. Reactants: OCCNCc1ccccc1, Clc1ccc(C2CO2)cc1. Yields the product OCCN(Cc1ccccc1)CC(O)c1ccc(Cl)cc1. As a reaction SMILES: [CH2:1]([c:2]1[cH:3][cH:4][cH:5][cH:6][cH:7]1)[NH:8][CH2:9][CH2:10][OH:11].[Cl:12][c:13]1[cH:14][cH:15][c:16]([CH:17]2[CH2:18][O:19]2)[cH:20][cH:21]1>>[CH2:1]([c:2]1[cH:3][cH:4][cH:5][cH:6][cH:7]1)[N:8]([CH2:9][CH2:10][OH:11])[CH2:18][CH:17]([c:16]1[cH:15][cH:14][c:13]([Cl:12])[cH:21][cH:20]1)[OH:19]. The reactants are ClC1=CC=C(C=C1)C=C1C(N(C(O1)=O)CCCCSC1=CC=CC=2N1C=CN2)=O (5-(4-chlorophenyl)methylene-3-[4-(imidazo[1,2-a]pyridin-5-ylthio)butyl]oxazolidine-2,4-dione). Run in CO (methanol), Cl (hydrochloric acid). Yields the product Cl.ClC1=CC=C(C=C1)C=C1C(N(C(O1)=O)CCCCSC1=CC=CC=2N1C=CN2)=O (5-(4-chlorophenyl)methylene-3-[4-(imidazo[1,2-a]pyridin-5-ylthio)butyl]oxazolidine-2,4-dione hydrochloride). As a reaction SMILES: [Cl:1][C:2]1[CH:7]=[CH:6][C:5]([CH:8]=[C:9]2[O:13][C:12](=[O:14])[N:11]([CH2:15][CH2:16][CH2:17][CH2:18][S:19][C:20]3[N:25]4[CH:26]=[CH:27][N:28]=[C:24]4[CH:23]=[CH:22][CH:21]=3)[C:10]2=[O:29])=[CH:4][CH:3]=1>CO.Cl>[ClH:1].[Cl:1][C:2]1[CH:3]=[CH:4][C:5]([CH:8]=[C:9]2[O:13][C:12](=[O:14])[N:11]([CH2:15][CH2:16][CH2:17][CH2:18][S:19][C:20]3[N:25]4[CH:26]=[CH:27][N:28]=[C:24]4[CH:23]=[CH:22][CH:21]=3)[C:10]2=[O:29])=[CH:6][CH:7]=1 |f:3.4|. Procedure: To a solution of 0.301 g (0.70 mmol) of 5-(4-chlorophenyl)methylene-3-[4-(imidazo[1,2-a]pyridin-5-ylthio)butyl]oxazolidine-2,4-dione in 10 ml of methanol, 0.10 ml of concentrated hydrochloric acid was added. After the solvent was distilled off, the residue was crystallized by the addition of diethyl ether to yield 0.223 g (68.6%, light pink crystal) of the desired product. Starting materials: COc1c(Br)cccc1CO, Cc1ccccc1, C1CCC2=NCCCN2CC1, [N-]=[N+]=NP(=O)(Oc1ccccc1)Oc1ccccc1. As a reaction SMILES: [Br:31][c:32]1[c:33]([O:40][CH3:41])[c:34]([CH2:38][OH:39])[cH:35][cH:36][cH:37]1.[CH3:42][c:43]1[cH:44][cH:45][cH:46][cH:47][cH:48]1.[N:20]12[CH2:21][CH2:22][CH2:23][N:24]=[C:25]1[CH2:26][CH2:27][CH2:28][CH2:29][CH2:30]2.[P:1](=[O:2])([O:3][c:4]1[cH:5][cH:6][cH:7][cH:8][cH:9]1)([O:10][c:11]1[cH:12][cH:13][cH:14][cH:15][cH:16]1)[N:17]=[N+:18]=[N-:19]>>[N:17](=[N+:18]=[N-:19])[CH2:38][c:34]1[c:33]([O:40][CH3:41])[c:32]([Br:31])[cH:37][cH:36][cH:35]1. Yields the product COc1c(Br)cccc1CN=[N+]=[N-]. The reactants are O (water), BrC=1C=C(OC2CN(C2)C(=O)Cl)C=CC1 (3-(3-bromophenoxy)-1-azetidinecarbonyl chloride), C([O-])([O-])=O.[K+].[K+] (potassium carbonate), C(C#C)N (2-propynylamine). The solvent is O1CCCC1 (tetrahydrofuran). Run at time 42 hour. Yields the product BrC=1C=C(OC2CN(C2)C(=O)NCC#C)C=CC1 (3-(3-Bromophenoxy)-N-(2-propynyl)-1-azetidinecarboxamide). Yield: 64.7%. RXN SMILES: [Br:1][C:2]1[CH:3]=[C:4]([CH:13]=[CH:14][CH:15]=1)[O:5][CH:6]1[CH2:9][N:8]([C:10](Cl)=[O:11])[CH2:7]1.C(=O)([O-])[O-].[K+].[K+].[CH2:22]([NH2:25])[C:23]#[CH:24].O>O1CCCC1>[Br:1][C:2]1[CH:3]=[C:4]([CH:13]=[CH:14][CH:15]=1)[O:5][CH:6]1[CH2:9][N:8]([C:10]([NH:25][CH2:22][C:23]#[CH:24])=[O:11])[CH2:7]1 |f:1.2.3|. Reported procedure: A stirred mixture of 5.8 g (0.02 mole) of 3-(3-bromophenoxy)-1-azetidinecarbonyl chloride and 2.8 g (0.02 mole) of potassium carbonate in 20 ml of tetrahydrofuran was treated with 1.1 g (0.02 mole) of 2-propynylamine added dropwise from a needle and syringe. A piece of ice was added and stirring was continued for 42 hr. The solid residue which remained was stirred with 100 ml of water then filtered, yielding 5.3 g of crude product. Recrystallization from ethanol yielded 4.0 g of fine beige cryst... Reactants: C1(=CC=CC=C1)C1=NOC(=C1C(F)(F)F)C=1SC2=C(N1)CCC1=CC(=CC=C12)C=O (2-(3-phenyl-4-(trifluoromethyl)isoxazol-5-yl)-4,5-dihydronaphtho[2,1-d]thiazole-7-carbaldehyde), Cl (HCl), C[Si](C)(C)C#N (trimethylsilyl cyanide). Reagents/catalysts: [I-].[Zn+2].[I-] (zinc iodide). Run in ClCCl (dichloromethane). Conditions: time 1 hour. The product is OC(C#N)C=1C=C2CCC=3N=C(SC3C2=CC1)C1=C(C(=NO1)C1=CC=CC=C1)C(F)(F)F (2-hydroxy-2-(2-(3-phenyl-4-(trifluoromethyl)isoxazol-5-yl)-4,5-dihydronaphtho[2,1-d]thiazol-7-yl)acetonitrile). Yield: 99.5%. Reaction SMILES: [C:1]1([C:7]2[C:11]([C:12]([F:15])([F:14])[F:13])=[C:10]([C:16]3[S:17][C:18]4[C:28]5[C:23](=[CH:24][C:25]([CH:29]=[O:30])=[CH:26][CH:27]=5)[CH2:22][CH2:21][C:19]=4[N:20]=3)[O:9][N:8]=2)[CH:6]=[CH:5][CH:4]=[CH:3][CH:2]=1.C[Si]([C:35]#[N:36])(C)C.Cl>ClCCl.[I-].[Zn+2].[I-]>[OH:30][CH:29]([C:25]1[CH:24]=[C:23]2[C:28](=[CH:27][CH:26]=1)[C:18]1[S:17][C:16]([C:10]3[O:9][N:8]=[C:7]([C:1]4[CH:6]=[CH:5][CH:4]=[CH:3][CH:2]=4)[C:11]=3[C:12]([F:15])([F:14])[F:13])=[N:20][C:19]=1[CH2:21][CH2:22]2)[C:35]#[N:36] |f:4.5.6|. Procedure: To 2-(3-phenyl-4-(trifluoromethyl)isoxazol-5-yl)-4,5-dihydronaphtho[2,1-d]thiazole-7-carbaldehyde (Preparation 84A, 0.175 g, 0.410 mmol) in dichloromethane (5 mL) was added zinc iodide (0.039 g, 0.123 mmol) followed by trimethylsilyl cyanide (0.083 mL, 0.616 mmol) over a period of 1 min. at room temperature. The reddish-brown reaction mixture was stirred at room temperature for 1 h. The reaction mixture was cooled to 0° C. and conc. HCl (0.068 mL, 0.821 mmol) was added over a period of 1 min. an... Starting materials: aqueous solution, [OH-].[NH4+] (ammonium hydroxide), ClCCCCCS(=O)(=O)Cl (5-chloropentane sulfonyl chloride). The solvent is O1CCCC1 (tetrahydrofuran). Conditions: time 2 hour. Product: ClCCCCCS(=O)(=O)N (5-Chloropentane-sulfonamide). RXN SMILES: [OH-].[NH4+:2].[Cl:3][CH2:4][CH2:5][CH2:6][CH2:7][CH2:8][S:9](Cl)(=[O:11])=[O:10]>O1CCCC1>[Cl:3][CH2:4][CH2:5][CH2:6][CH2:7][CH2:8][S:9]([NH2:2])(=[O:11])=[O:10] |f:0.1|. Procedure details: 2.5 ml of a 28% aqueous solution of ammonium hydroxide were added dropwise at 0° to +5° C. under an inert gas atmosphere to a solution of 2.5 g of 5-chloropentane sulfonyl chloride (preparation described in: Bull. Soc. Chim. Belg. (1965) Vol. 74, p. 21) in 30 ml of tetrahydrofuran. The temperature was allowed to rise from 3° C. to 16° C., and the mixture was stirred at ambient temperature for 2 hours. The tetrahydrofuran was evaporated under reduced pressure and the residue was taken up in water... Starting materials: C1(CCCCC1)C1=NN=C(S1)N=C=O (5-cyclohexyl-1,3,4-thiadiazol-2-yl isocyanate), dimethyl acetal, CNCC=O (2-methylaminoacetaldehyde). Solvent: C1=CC=CC=C1 (benzene), C1=CC=CC=C1 (benzene). Yields the product dimethyl acetal, CN(C(=O)NC=1SC(=NN1)C1CCCCC1)CC=O (2-[1-methyl-3-(5-cyclohexyl-1,3,4-thiadiazol-2-yl)ureido]acetaldehyde). As a reaction SMILES: [CH:1]1([C:7]2[S:11][C:10]([N:12]=[C:13]=[O:14])=[N:9][N:8]=2)[CH2:6][CH2:5][CH2:4][CH2:3][CH2:2]1.[CH3:15][NH:16][CH2:17][CH:18]=[O:19]>C1C=CC=CC=1>[CH3:15][N:16]([CH2:17][CH:18]=[O:19])[C:13]([NH:12][C:10]1[S:11][C:7]([CH:1]2[CH2:2][CH2:3][CH2:4][CH2:5][CH2:6]2)=[N:8][N:9]=1)=[O:14]. Reported procedure: A mixture of 5-cyclohexyl-1,3,4-thiadiazol-2-yl isocyanate dimer (12 grams), the dimethyl acetal of 2-methylaminoacetaldehyde (6.9 grams) and benzene (60 ml) is charged into a glass reaction vessel equipped with a mechanical stirrer and reflux condenser. The reaction mixture is heated at reflux for a period of about 15 minutes. After this time the mixture is stripped of benzene under reduced pressure to yield a solid product as the residue. The residue is then recrystallized from methanol to yie...